describe an organic reaction: reactants, conditions, products, and yield From a dataset of the Open Reaction Database (ORD), a public repository of structured organic reaction records. The reactants are CCOC(=O)C (EtOAc), C(C1=CC=CC=C1)(C1=CC=CC=C1)=NN (benzophenone hydrazone), ( 31 ), C(C1=CC=CC=C1)(C1=CC=CC=C1)=NN (Benzophenone hydrazone), ClC(=O)OCC1=CC=C(C=C1)[N+](=O)[O-] (p-nitrobenzyl chloroformate), CCN(C(C)C)C(C)C (DIPEA). Run in C(Cl)Cl (DCM), C(Cl)Cl (DCM), C(Cl)Cl (DCM). Conditions: time 3 hour. Product: C(C)OC(CNC(NN)=O)=O.C(C1=CC=CC=C1)(C1=CC=CC=C1)=NNC(=O)N (Benzophenone Semicarbazone aza-glycinyl-glycine ethyl ester). Yield: 60.0%. As a reaction SMILES: [C:1](=[N:14][NH2:15])([C:8]1[CH:13]=[CH:12][CH:11]=[CH:10][CH:9]=1)[C:2]1[CH:7]=[CH:6][CH:5]=[CH:4][CH:3]=1.Cl[C:17]([O:19][CH2:20][C:21]1C=CC([N+:27]([O-])=O)=CC=1)=[O:18].CC[O:32][C:33](C)=[O:34].CC[N:38]([CH:42](C)C)C(C)C>C(Cl)Cl>[CH2:20]([O:19][C:17](=[O:18])[CH2:42][NH:38][C:1](=[O:32])[NH:14][NH2:15])[CH3:21].[C:1](=[N:14][NH:15][C:33]([NH2:27])=[O:34])([C:8]1[CH:9]=[CH:10][CH:11]=[CH:12][CH:13]=1)[C:2]1[CH:7]=[CH:6][CH:5]=[CH:4][CH:3]=1 |f:5.6|. Procedure: Benzophenone hydrazone (500 mg, 2.5 mmol) in DCM (5 mL) was added dropwise over 15 min to a solution of p-nitrobenzyl chloroformate (600 mg, 3 mmol) in DCM (5 mL) at 0° C. The reaction mixture was stirred at room temperature under argon for an additional 1.5 h, until TLC, [(2:1 Hex:EtOAc), Rf (benzophenone hydrazone): 0.45 and Rf (31): 0.7] indicated complete consumption of the starting material. To this mixture was added dropwise DIPEA (400 μL, 4.6 mmol) and the suspension was stirred for an ad... The reactants are CCOC(C)=O, Cc1cc(C)c(C)c(O)c1, CC(C)c1c(Cl)nc(Cl)nc1Cl, [H-], [Na+], CN(C)C=O. Product: Cc1cc(C)c(C)c(Oc2nc(Cl)nc(Cl)c2C(C)C)c1. Reaction SMILES: [CH3:25][CH2:26][O:27][C:28](=[O:29])[CH3:30].[CH3:3][c:4]1[c:5]([OH:12])[cH:6][c:7]([CH3:11])[cH:8][c:9]1[CH3:10].[Cl:13][c:14]1[n:15][c:16]([Cl:24])[c:17]([CH:21]([CH3:22])[CH3:23])[c:18]([Cl:20])[n:19]1.[H-:1].[Na+:2].[O:31]=[CH:32][N:33]([CH3:34])[CH3:35]>>[CH3:3][c:4]1[c:5]([O:12][c:18]2[c:17]([CH:21]([CH3:22])[CH3:23])[c:16]([Cl:24])[n:15][c:14]([Cl:13])[n:19]2)[cH:6][c:7]([CH3:11])[cH:8][c:9]1[CH3:10]. As a reaction SMILES: Br[C:2]1[CH:7]=[CH:6][C:5]([C:8]([N:10]2[CH2:15][CH2:14][N:13]([C:16]3[CH:21]=[CH:20][C:19]([CH3:22])=[CH:18][C:17]=3[CH3:23])[CH2:12][CH2:11]2)=[O:9])=[C:4]([F:24])[CH:3]=1.[NH:25]1[CH2:29][CH2:28][CH2:27][C:26]1=[O:30]>>[CH3:23][C:17]1[CH:18]=[C:19]([CH3:22])[CH:20]=[CH:21][C:16]=1[N:13]1[CH2:14][CH2:15][N:10]([C:8]([C:5]2[CH:6]=[CH:7][C:2]([N:25]3[CH2:29][CH2:28][CH2:27][C:26]3=[O:30])=[CH:3][C:4]=2[F:24])=[O:9])[CH2:11][CH2:12]1. Reactants: BrC1=CC(=C(C=C1)C(=O)N1CCN(CC1)C1=C(C=C(C=C1)C)C)F ((4-bromo-2-fluorophenyl)[4-(2,4-dimethylphenyl)piperazin-1-yl]methanone), N1C(CCC1)=O (pyrrolidin-2-one). Reported procedure: Using (4-bromo-2-fluorophenyl)[4-(2,4-dimethylphenyl)piperazin-1-yl]methanone (783 mg) described in Preparation Example 116 and pyrrolidin-2-one (0.16 mL) and by the reaction and treatment in the same manner as in Example 1, the title compound (313 mg) was obtained. Product: CC1=C(C=CC(=C1)C)N1CCN(CC1)C(=O)C1=C(C=C(C=C1)N1C(CCC1)=O)F (1-{4-[4-(2,4-dimethylphenyl)piperazine-1-carbonyl]-3-fluorophenyl}pyrrolidin-2-one). Starting materials: 4,4′- and 3,3′-didodecylthiophene, mixture, CuCl2, [Li]CCCC (n-BuLi), C(CCCCCCCCCCC)C1=CSC=C1 (3-dodecylthiophene), CN(CCN(C)C)C (N,N,N′,N′-tetramethylethylenediamine). The solvent is CCOCC (ether). Reaction conditions: time 8 hour. Product: C(CCCCCCCCCCC)C=1C=C(SC1)C=1SC=C(C1)CCCCCCCCCCCC (4,4′-didodecyl-2,2′-bithiophene). Isolated yield 55.0%. As a reaction SMILES: [Li][CH2:2][CH2:3][CH2:4][CH3:5].[CH2:6]([C:18]1[CH:22]=[CH:21][S:20][CH:19]=1)[CH2:7][CH2:8][CH2:9][CH2:10][CH2:11][CH2:12][CH2:13][CH2:14][CH2:15][CH2:16][CH3:17].CN(C)[CH2:25][CH2:26]N(C)C>CCOCC>[CH2:2]([C:18]1[CH:25]=[C:26]([C:21]2[S:20][CH:19]=[C:18]([CH2:6][CH2:7][CH2:8][CH2:9][CH2:10][CH2:11][CH2:12][CH2:13][CH2:14][CH2:15][CH2:16][CH3:17])[CH:22]=2)[S:20][CH:19]=1)[CH2:3][CH2:4][CH2:5][CH2:6][CH2:7][CH2:8][CH2:9][CH2:10][CH2:11][CH2:12][CH3:13]. Procedure: n-BuLi (7.04 mL, 2.5 M in hexanes) was added dropwise to a stirring solution of 3-dodecylthiophene (4.000 g, 15.8 mmol) and N,N,N′,N′-tetramethylethylenediamine (2.75 mL, 17.6 mmol) in 80.0 mL of dry ether at −78° C. The solution was then warmed to room temperature and refluxed for 1 hour. After the solution was cooled to −78° C., CuCl2 (2.640 g, 19.6 mmol) was added in one portion. The reaction mixture was stirred overnight, during which time the temperature rose to room temperature. The reacti... Starting materials: COc1c(C(=O)NC2CCN(C(=O)COC(C)=O)CC2)n(C)c2c1c(=O)n(Cc1ccccn1)c1ccccc21, O=C([O-])O, C1CCOC1, [Na+], [Na+], [OH-]. The product is COc1c(C(=O)NC2CCN(C(=O)CO)CC2)n(C)c2c1c(=O)n(Cc1ccccn1)c1ccccc21. Reaction SMILES: [C:1](=[O:2])([CH3:3])[O:4][CH2:5][C:6](=[O:7])[N:8]1[CH2:9][CH2:10][CH:11]([NH:14][C:15](=[O:16])[c:17]2[c:18]([O:39][CH3:40])[c:19]3[c:20](=[O:38])[n:21]([CH2:31][c:32]4[n:33][cH:34][cH:35][cH:36][cH:37]4)[c:22]4[cH:23][cH:24][cH:25][cH:26][c:27]4[c:28]3[n:29]2[CH3:30])[CH2:12][CH2:13]1.[C:48](=[O:49])([O-:50])[OH:51].[CH2:43]1[O:44][CH2:45][CH2:46][CH2:47]1.[Na+:42].[Na+:52].[OH-:41]>>[OH:4][CH2:5][C:6](=[O:7])[N:8]1[CH2:9][CH2:10][CH:11]([NH:14][C:15](=[O:16])[c:17]2[c:18]([O:39][CH3:40])[c:19]3[c:20](=[O:38])[n:21]([CH2:31][c:32]4[n:33][cH:34][cH:35][cH:36][cH:37]4)[c:22]4[cH:23][cH:24][cH:25][cH:26][c:27]4[c:28]3[n:29]2[CH3:30])[CH2:12][CH2:13]1. Reactants: Cl.Cl.N1=CC(=CC2=CC=CC=C12)CSC(N)=N (2-(quinol-3-ylmethyl)-isothiourea dihydrochloride), aqueous solution, [OH-].[Na+] (sodium hydroxide), aqueous solution, [OH-].[Na+] (sodium hydroxide), BrCCCCl (1-Bromo-3-chloropropane). Run in O (water). Reaction conditions: temperature 70 celsius, time 20 hour. Product: ClCCCSCC=1C=NC2=CC=CC=C2C1 (Quinol-3-ylmethyl 3-chloropropyl sulphide). The yield is 17.9%. RXN SMILES: [OH-].[Na+].Cl.Cl.[N:5]1[C:14]2[C:9](=[CH:10][CH:11]=[CH:12][CH:13]=2)[CH:8]=[C:7]([CH2:15][S:16][C:17](=N)N)[CH:6]=1.BrC[CH2:22][CH2:23][Cl:24]>O>[Cl:24][CH2:23][CH2:22][CH2:17][S:16][CH2:15][C:7]1[CH:6]=[N:5][C:14]2[C:9]([CH:8]=1)=[CH:10][CH:11]=[CH:12][CH:13]=2 |f:0.1,2.3.4|. Reported procedure: A 10 N aqueous solution of sodium hydroxide (40.8 cc) is added in the course of 9 minutes, and whilst allowing the temperature to rise to 10° C., to a solution, cooled to 1° C., of 2-(quinol-3-ylmethyl)-isothiourea dihydrochloride (59.2 g) in distilled water (100 cc). After heating for 20 minutes at a temperature of about 70° C. and then cooling to 12° C., a 10 N aqueous solution of sodium hydroxide (25 cc) is added dropwise in the course of 5 minutes. 1-Bromo-3-chloropropane (33.6 g) is then ad... The reactants are Cl.N[C@H](C(=O)OC)C ((S)-methyl 2-aminopropanoate, hydrochloride), C(=O)([O-])[O-].[K+].[K+] (K2CO3), C(C1=CC=CC=C1)Br (benzyl bromide). Run in CN(C)C=O (DMF). Run at time 38 hour. The product is C(C1=CC=CC=C1)N([C@H](C(=O)OC)C)CC1=CC=CC=C1 ((S)-Methyl 2-(dibenzylamino)propanoate). As a reaction SMILES: Cl.[NH2:2][C@@H:3]([CH3:8])[C:4]([O:6][CH3:7])=[O:5].C([O-])([O-])=O.[K+].[K+].[CH2:15](Br)[C:16]1[CH:21]=[CH:20][CH:19]=[CH:18][CH:17]=1>CN(C=O)C>[CH2:15]([N:2]([CH2:15][C:16]1[CH:21]=[CH:20][CH:19]=[CH:18][CH:17]=1)[C@@H:3]([CH3:8])[C:4]([O:6][CH3:7])=[O:5])[C:16]1[CH:21]=[CH:20][CH:19]=[CH:18][CH:17]=1 |f:0.1,2.3.4|. Reported procedure: Commercially available (S)-methyl 2-aminopropanoate, hydrochloride (10.0 g, 71.6 mmol) was suspended in DMF (35 mL) and then K2CO3 (31.7 g. 229 mmol) was added followed by benzyl bromide (18.21 mL, 158 mmol). The mixture was left to stir for 38 h at rt. LCMS showed good conversion to the desired product at this time. The reaction was filtered and the solid components were rinsed with EtOAc. The filtrate was then diluted with water and EtOAc and the layers were partitioned. The aqueous portion wa... The reactants are C[O-], C=C(C)CC(C=NOC(C)c1ccccc1C(=COC)C(=O)OC)=NOC, [Na+]. Yields the product COC=C(C(=O)OC)c1ccccc1C(C)ON=CC(C=C(C)C)=NOC. As a reaction SMILES: [CH3:1][O-:2].[CH3:4][O:5][CH:6]=[C:7]([C:8](=[O:9])[O:10][CH3:11])[c:12]1[c:13]([CH:18]([CH3:19])[O:20][N:21]=[CH:22][C:23]([CH2:24][C:25](=[CH2:26])[CH3:27])=[N:28][O:29][CH3:30])[cH:14][cH:15][cH:16][cH:17]1.[Na+:3]>>[CH3:4][O:5][CH:6]=[C:7]([C:8](=[O:9])[O:10][CH3:11])[c:12]1[c:13]([CH:18]([CH3:19])[O:20][N:21]=[CH:22][C:23]([CH:24]=[C:25]([CH3:26])[CH3:27])=[N:28][O:29][CH3:30])[cH:14][cH:15][cH:16][cH:17]1. Starting materials: O=[N+]([O-])c1ccc(Br)s1, C1CCOC1, CC(C)(C)[O-], ClC(Cl)Cl, Cl, [K+], CN(C)C=O. Yields the product O=[N+]([O-])c1sc(Br)cc1C(Cl)Cl. As a reaction SMILES: [Br:1][c:2]1[s:3][c:4]([N+:7](=[O:8])[O-:9])[cH:5][cH:6]1.[CH2:26]1[O:27][CH2:28][CH2:29][CH2:30]1.[CH3:14][C:15]([CH3:16])([O-:17])[CH3:18].[CH:10]([Cl:11])([Cl:12])[Cl:13].[ClH:20].[K+:19].[O:21]=[CH:22][N:23]([CH3:24])[CH3:25]>>[Br:1][c:2]1[s:3][c:4]([N+:7](=[O:8])[O-:9])[c:5]([CH:10]([Cl:11])[Cl:12])[cH:6]1. The reactants are FC(S(=O)(=O)OC=1C(=CC(=C2C=CC=NC12)F)C(C)=O)(F)F (7-acetyl-5-fluoroquinolin-8-yl trifluoromethanesulfonate), N1C[C@@H](CC1)O ((3R)-pyrrolidin-3-ol), C1=CC=C(C=C1)P(C2=CC=CC=C2)C3=C(C4=CC=CC=C4C=C3)C5=C(C=CC6=CC=CC=C65)P(C7=CC=CC=C7)C8=CC=CC=C8 ((S)-(−)-2,2′-bis(diphenylphosphino)-1,1′-binaphthyl), C([O-])([O-])=O.[Cs+].[Cs+] (cesium carbonate). The reagents and catalysts are C(C)(=O)[O-].[Pd+2].C(C)(=O)[O-] (palladium acetate). The solvent is O1CCCC1 (tetrahydrofuran), ClCCl (dichloromethane). Conditions: temperature 65 celsius. Yields the product FC1=C2C=CC=NC2=C(C(=C1)C(C)=O)N1C[C@@H](CC1)O (1-{5-Fluoro-8-[(3R)-3-hydroxypyrrolidin-1-yl]quinolin-7-yl}ethanone). Isolated yield 12.1%. As a reaction SMILES: FC(F)(F)S(O[C:7]1[C:8]([C:18](=[O:20])[CH3:19])=[CH:9][C:10]([F:17])=[C:11]2[C:16]=1[N:15]=[CH:14][CH:13]=[CH:12]2)(=O)=O.[NH:23]1[CH2:27][CH2:26][C@@H:25]([OH:28])[CH2:24]1.C1C=CC(P(C2C=CC3C(=CC=CC=3)C=2C2C3C(=CC=CC=3)C=CC=2P(C2C=CC=CC=2)C2C=CC=CC=2)C2C=CC=CC=2)=CC=1.C(=O)([O-])[O-].[Cs+].[Cs+]>O1CCCC1.ClCCl.C([O-])(=O)C.[Pd+2].C([O-])(=O)C>[F:17][C:10]1[CH:9]=[C:8]([C:18](=[O:20])[CH3:19])[C:7]([N:23]2[CH2:27][CH2:26][C@@H:25]([OH:28])[CH2:24]2)=[C:16]2[C:11]=1[CH:12]=[CH:13][CH:14]=[N:15]2 |f:3.4.5,8.9.10|. Procedure: A stirred mixture of 7-acetyl-5-fluoroquinolin-8-yl trifluoromethanesulfonate (0.101 g, 0.301 mmol), (3R)-pyrrolidin-3-ol (0.0315 g, 0.362 mmol), palladium acetate (1 mg, 0.006 mmol), (S)-(−)-2,2′-bis(diphenylphosphino)-1,1′-binaphthyl (6 mg, 0.009 mmol), and cesium carbonate (0.147 g, 0.451 mmol) in tetrahydrofuran (3 mL) was heated at 65° C. overnight. The mixture was cooled, diluted with dichloromethane and filtered. The filtrate was washed with brine, dried over sodium sulfate and evaporated...